This data is from the Open Reaction Database (ORD), a public repository of structured organic reaction records. The task is: describe an organic reaction: reactants, conditions, products, and yield The product is O=[N+]([O-])c1cc(F)cc2c1OCCC2. As a reaction SMILES: [CH3:16][C:17]([O:18][C:19](=[O:20])[CH3:21])=[O:22].[F:5][c:6]1[cH:7][c:8]2[c:13]([cH:14][cH:15]1)[O:12][CH2:11][CH2:10][CH2:9]2.[OH:1][N+:2]([O-:3])=[O:4]>>[O-:1][N+:2](=[O:4])[c:14]1[c:13]2[c:8]([cH:7][c:6]([F:5])[cH:15]1)[CH2:9][CH2:10][CH2:11][O:12]2. The reactants are CC(=O)OC(C)=O, Fc1ccc2c(c1)CCCO2, O=[N+]([O-])O. The reactants are N(C1=CC=CC=C1)C=1C=C(C=CC1)O (3-anilinophenol), OC=1C=C(C(=O)OC)C=CC1 (methyl 3-hydroxybenzoate), N (NH3). Product: N(C1=CC=CC=C1)C=1C=C(OCCCC(OC=2C=CC=C3C=CC(=NC23)N)C)C=CC1 (8-(4-(3-anilinophenoxy)-1-methylbutoxy)quinolin-2-amine). As a reaction SMILES: [NH:1]([C:8]1[CH:9]=[C:10]([OH:14])[CH:11]=[CH:12][CH:13]=1)[C:2]1[CH:7]=[CH:6][CH:5]=[CH:4][CH:3]=1.[OH:15][C:16]1[CH:17]=[C:18]([CH:23]=[CH:24][CH:25]=1)[C:19](OC)=O.[NH3:26]>>[NH:1]([C:8]1[CH:9]=[C:10]([CH:11]=[CH:12][CH:13]=1)[O:14][CH2:12][CH2:13][CH2:8][CH:9]([CH3:10])[O:15][C:16]1[CH:25]=[CH:24][CH:23]=[C:18]2[C:17]=1[N:26]=[C:2]([NH2:1])[CH:3]=[CH:19]2)[C:2]1[CH:3]=[CH:4][CH:5]=[CH:6][CH:7]=1. Reported procedure: The title compound was prepared according to the procedure described in Example 92 substituting 3-anilinophenol for methyl 3-hydroxybenzoate. 1H NMR (500 MHz, CDCl3) δ ppm 7.91 (d, 1H), 7.26 (m, 3H), 7.16 (m, 1H), 7.12 (m, 1H), 7.07 (m, 3H), 6.94 (d, 1H), 6.91 (m, 1H), 6.60 (m, 1H), 6.52 (t, 1H), 6.37 (m, 1H), 4.69 (m, 1H), 4.03 (m, 1H), 3.96 (m, 1H), 2.18 (m, 1H), 1.96 (m, 3H), 1.46 (d, 3H); MS (DCI/NH3) m/z 414 [M+H]+. The reactants are O (water), O[C@H](C)[C@@H]1[C@H]2[C@H](C(=C(N2C1=O)C(=O)OCC1=CC=C(C=C1)[N+](=O)[O-])S[C@H]1[C@H](OCC1)CNC([C@H](C(C)C)NC(=O)OCC1=CC=C(C=C1)[N+](=O)[O-])=O)C (4-nitrobenzyl (4R,5S, 6S)-6-[(1R)-1-hydroxyethyl]-4-methyl-3-{[(2R,3R)-2-({[(2S)-3-methyl-2-({[(4-nitrobenzyl)oxy]carbonyl}amino)-butanoyl]amino}methyl)tetrahydrofuran-3-yl]thio}-7-oxo-1-azabicyclo[3.2.0]hept-2-ene-2-carboxylate), O (water), O (water), O (water). The reagents and catalysts are [Pd] (palladium-on-carbon). Run in C(C)(=O)OCC (ethyl acetate), C(C)(=O)OCC (ethyl acetate). Run at time 20 hour. Yields the product N[C@H](C(=O)NC[C@H]1OCC[C@H]1SC1=C(N2C([C@@H]([C@H]2[C@H]1C)[C@@H](C)O)=O)C(=O)O)C(C)C ((4R, 5S, 6S)-3-[[(2R,3R)-2-[[[(S)-2-Amino-3-methyl-1-oxobutyl]amino]methyl]tetrahydro-3-furanyl]thio]-6-[(R)-1-hydroxyethyl]-4-methyl-7-oxo-1-azabicyclo[3.2.0]hept-2-ene-2-carboxylic acid). Isolated yield 77.7%. RXN SMILES: [OH:1][C@@H:2]([C@H:4]1[C:10](=[O:11])[N:9]2[C@@H:5]1[C@@H:6]([CH3:53])[C:7]([S:25][C@@H:26]1[CH2:30][CH2:29][O:28][C@@H:27]1[CH2:31][NH:32][C:33](=[O:52])[C@@H:34]([NH:38]C(OCC1C=CC([N+]([O-])=O)=CC=1)=O)[CH:35]([CH3:37])[CH3:36])=[C:8]2[C:12]([O:14]CC1C=CC([N+]([O-])=O)=CC=1)=[O:13])[CH3:3].O>C(OCC)(=O)C.[Pd]>[NH2:38][C@@H:34]([CH:35]([CH3:37])[CH3:36])[C:33]([NH:32][CH2:31][C@@H:27]1[C@H:26]([S:25][C:7]2[C@H:6]([CH3:53])[C@H:5]3[N:9]([C:10](=[O:11])[C@@H:4]3[C@H:2]([OH:1])[CH3:3])[C:8]=2[C:12]([OH:14])=[O:13])[CH2:30][CH2:29][O:28]1)=[O:52]. Procedure details: To a mixture of 5.064 g of 4-nitrobenzyl (4R,5S, 6S)-6-[(1R)-1-hydroxyethyl]-4-methyl-3-{[(2R,3R)-2-({[(2S)-3-methyl-2-({[(4-nitrobenzyl)oxy]carbonyl}amino)-butanoyl]amino}methyl)tetrahydrofuran-3-yl]thio}-7-oxo-1-azabicyclo[3.2.0]hept-2-ene-2-carboxylate in 120 ml of ethyl acetate is added 5 ml of water, (about a 4% water:ethyl acetate biphasic solvent mixture) and after standing for about 5 minutes, gives a clear biphasic solvent mixture. An additional 55 ml of water is added followed by 2.5 g... Reactants: ClC(=O)OC(C)C (isopropyl chloroformate), ice water, ClC=1C=C(N)C=C(C1OC)Cl (3,5-Dichloro-4-methoxyaniline), CCN(CC)C=1C=CC=CC1 (diethylaniline), resultant solution. The solvent is C1=CC=CC=C1 (benzene). Conditions: time 12 hour. Yields the product ClC=1C=C(C=C(C1OC)Cl)NC(OC(C)C)=O (isopropyl N-(3,5-dichloro-4-methoxyphenyl)carbamate). The yield is 92.1%. As a reaction SMILES: [Cl:1][C:2]1[CH:3]=[C:4]([CH:6]=[C:7]([Cl:11])[C:8]=1[O:9][CH3:10])[NH2:5].CCN(C1C=CC=CC=1)CC.Cl[C:24]([O:26][CH:27]([CH3:29])[CH3:28])=[O:25]>C1C=CC=CC=1>[Cl:1][C:2]1[CH:3]=[C:4]([NH:5][C:24](=[O:25])[O:26][CH:27]([CH3:29])[CH3:28])[CH:6]=[C:7]([Cl:11])[C:8]=1[O:9][CH3:10]. Reported procedure: 3,5-Dichloro-4-methoxyaniline (1.8 g) and diethylaniline (1.5 g) were dissolved in benzene (20 ml). To the resultant solution was dropwise added isopropyl chloroformate (1.2 g) in 5 minutes under ice-cooling. After being allowed to stand at room temperature for 12 hours, the reaction mixture was poured into ice water and extracted with ethyl acetate. The extract was washed with water, dried over magnesium sulfate and concentrated under reduced pressure. The residue was purified by silica gel chr... Reactants: CNC(C)C1CCN(Cc2ccccc2)C1, CO, CO, O=C[O-], ClCCl, [NH4+]. Yields the product CNC(C)C1CCNC1. As a reaction SMILES: [CH2:1]([c:2]1[cH:3][cH:4][cH:5][cH:6][cH:7]1)[N:8]1[CH2:9][CH:10]([CH:13]([CH3:14])[NH:15][CH3:16])[CH2:11][CH2:12]1.[CH3:21][OH:22].[CH3:26][OH:27].[CH:17]([O-:18])=[O:19].[Cl:23][CH2:24][Cl:25].[NH4+:20]>>[NH:8]1[CH2:9][CH:10]([CH:13]([CH3:14])[NH:15][CH3:16])[CH2:11][CH2:12]1. Reactants: CCCCC12CCC(=O)C(Br)=C1c1ccc(OC)c(Cl)c1C2, CN1CCCC1=O, N#C[Cu]. Product: CCCCC12CCC(=O)C(C#N)=C1c1ccc(OC)c(Cl)c1C2. RXN SMILES: [Br:1][C:2]1=[C:14]2[C:6]([CH2:18][CH2:19][CH2:20][CH3:21])([CH2:5][CH2:4][C:3]1=[O:22])[CH2:7][c:8]1[c:9]([Cl:17])[c:10]([O:15][CH3:16])[cH:11][cH:12][c:13]12.[CH3:26][N:27]1[CH2:28][CH2:29][CH2:30][C:31]1=[O:32].[Cu:23][C:24]#[N:25]>>[C:2]1([C:24]#[N:25])=[C:14]2[C:6]([CH2:18][CH2:19][CH2:20][CH3:21])([CH2:5][CH2:4][C:3]1=[O:22])[CH2:7][c:8]1[c:9]([Cl:17])[c:10]([O:15][CH3:16])[cH:11][cH:12][c:13]12. Reactants: C(C)O (ethanol), [OH-].[Na+] (sodium hydroxide), Cl (hydrochloric acid), O1C(C=CC2=C1C=CC=C2)CC2(C(C=CC(=C2)[N+](=O)[O-])OC2C(C=C(C=C2)[N+](=O)[O-])(CC2OC1=C(C=C2)C=CC=C1)Cl)Cl (2-Benzpyranylmethyl-2-Chloro-4-Nitrophenyl Ether). Reagents/catalysts: [Fe] (iron). Solvent: O (water). The product is O1C(C=CC2=C1C=CC=C2)CC2(C(C=CC(=C2)N)OC2C(C=C(C=C2)N)(CC2OC1=C(C=C2)C=CC=C1)Cl)Cl (2 -Benzpyranylmethyl-2-Chloro-4-Aminophenyl Ether). Reaction SMILES: C(O)C.Cl.[O:5]1[C:10]2[CH:11]=[CH:12][CH:13]=[CH:14][C:9]=2[CH:8]=[CH:7][CH:6]1[CH2:15][C:16]1([Cl:47])[CH:21]=[C:20]([N+:22]([O-])=O)[CH:19]=[CH:18][CH:17]1[O:25][CH:26]1[CH:31]=[CH:30][C:29]([N+:32]([O-])=O)=[CH:28][C:27]1([Cl:46])[CH2:35][CH:36]1[CH:41]=[CH:40][C:39]2[CH:42]=[CH:43][CH:44]=[CH:45][C:38]=2[O:37]1.[OH-].[Na+]>[Fe].O>[O:5]1[C:10]2[CH:11]=[CH:12][CH:13]=[CH:14][C:9]=2[CH:8]=[CH:7][CH:6]1[CH2:15][C:16]1([Cl:47])[CH:21]=[C:20]([NH2:22])[CH:19]=[CH:18][CH:17]1[O:25][CH:26]1[CH:31]=[CH:30][C:29]([NH2:32])=[CH:28][C:27]1([Cl:46])[CH2:35][CH:36]1[CH:41]=[CH:40][C:39]2[CH:42]=[CH:43][CH:44]=[CH:45][C:38]=2[O:37]1 |f:3.4|. Procedure details: Under an argon atmosphere, 22.3 g. electrolyte iron, 64 ml. ethanol and 53.4 ml. water were mixed together. To the resultant stirred mixture was added in one portion 1.88 ml. concentrated hydrochloric acid and the resulting mixture heated to reflux. 4.1 g. of the nitro ether prepared in Example I was added to this hot stirred mixture. The addition was made in portions of near reflux temperatures. The mixture was then refluxed for 30 minutes and 1.26 ml. of 50% sodium hydroxide solution was added... Starting materials: O=C(Cl)c1cccc(F)c1F, NCc1cn(-c2ccccc2)c2cc(Cl)ccc2c1=O. Yields the product O=C(NCc1cn(-c2ccccc2)c2cc(Cl)ccc2c1=O)c1cccc(F)c1F. Reaction SMILES: [F:21][c:22]1[c:23]([C:24](=[O:25])[Cl:26])[cH:27][cH:28][cH:29][c:30]1[F:31].[NH2:1][CH2:2][c:3]1[cH:4][n:5](-[c:15]2[cH:16][cH:17][cH:18][cH:19][cH:20]2)[c:6]2[cH:7][c:8]([Cl:14])[cH:9][cH:10][c:11]2[c:12]1=[O:13]>>[NH:1]([CH2:2][c:3]1[cH:4][n:5](-[c:15]2[cH:16][cH:17][cH:18][cH:19][cH:20]2)[c:6]2[cH:7][c:8]([Cl:14])[cH:9][cH:10][c:11]2[c:12]1=[O:13])[C:24]([c:23]1[c:22]([F:21])[c:30]([F:31])[cH:29][cH:28][cH:27]1)=[O:25].